This data is from the Open Reaction Database (ORD), a public repository of structured organic reaction records. The task is: describe an organic reaction: reactants, conditions, products, and yield Reactants: NC1=C(SC(=C1)C1=CC=C(C=C1)F)C#N (3-amino-2-cyano-5-(4-fluorophenyl)thiophene), C[Sn](C)(C)N=[N+]=[N-] (trimethyltin azide). Solvent: C=1(C(=CC=CC1)C)C (xylene). Conditions: time 3 hour. The product is FC1=CC=C(C=C1)C1=CC(=C(S1)C1=NN=NN1)N (5-(4-Fluorophenyl)-2-(1H-tetrazol-5-yl)thiophen-3-ylamine). Reaction SMILES: [NH2:1][C:2]1[CH:6]=[C:5]([C:7]2[CH:12]=[CH:11][C:10]([F:13])=[CH:9][CH:8]=2)[S:4][C:3]=1[C:14]#[N:15].C[Sn]([N:20]=[N+:21]=[N-:22])(C)C>C1(C)C(C)=CC=CC=1>[F:13][C:10]1[CH:9]=[CH:8][C:7]([C:5]2[S:4][C:3]([C:14]3[NH:22][N:21]=[N:20][N:15]=3)=[C:2]([NH2:1])[CH:6]=2)=[CH:12][CH:11]=1. Procedure: The mixture consisting of 0.65 g of 3-amino-2-cyano-5-(4-fluorophenyl)thiophene, 7.5 ml of xylene and 0.93 g of trimethyltin azide is stirred at 130–140° C. for 3 hours. Afterwards, the mixture is concentrated at 40° C. under reduced pressure and the residue is stirred with water with the addition of 1% trifluoroacetic acid. The precipitate is filtered off with suction and dried at 40° C. under reduced pressure.